Dataset: the Open Reaction Database (ORD), a public repository of structured organic reaction records. Task: describe an organic reaction: reactants, conditions, products, and yield The reactants are FC(CC(=O)O)(F)F (3,3,3-trifluoropropionic acid), C=1C=CC2=C(C1)N=NN2O (HOBt), CCOP(N(C(C)C)C(C)C)O (EDIPA), N(N)C=1N=NC(=CC1)C1=CC=C(C=C1)OC1=CC=CC=C1 (3-hydrazinyl-6-(4-phenoxyphenyl)pyridazine). Run in CO (methanol), C(Cl)Cl (DCM), CCN=C=NCCCN(C)C.Cl (EDCI HCl), C(Cl)Cl (DCM), C(=O)(O)[O-].[Na+] (NaHCO3), CCN=C=NCCCN(C)C.Cl (EDCI HCl), C1(CCCCC1)N=C=NC1CCCCC1 (1,3-dicyclohexylcarbodiimide), C(Cl)Cl (DCM). Reaction conditions: time 0.5 hour. The product is FC(CC(=O)N(N)C=1N=NC(=CC1)C1=CC=C(C=C1)OC1=CC=CC=C1)(F)F (3,3,3-trifluoro-N-(6-(4-phenoxyphenyl)pyridazin-3-yl)propanehydrazide). Reaction SMILES: [F:1][C:2]([F:8])([F:7])[CH2:3][C:4](O)=[O:5].C1C=CC2N(O)N=NC=2C=1.[NH:19]([C:21]1[N:22]=[N:23][C:24]([C:27]2[CH:32]=[CH:31][C:30]([O:33][C:34]3[CH:39]=[CH:38][CH:37]=[CH:36][CH:35]=3)=[CH:29][CH:28]=2)=[CH:25][CH:26]=1)[NH2:20].CCOP(O)N(C(C)C)C(C)C>C(Cl)Cl.C1(N=C=NC2CCCCC2)CCCCC1.CCN=C=NCCCN(C)C.Cl.CO.C([O-])(O)=O.[Na+]>[F:1][C:2]([F:8])([F:7])[CH2:3][C:4]([N:19]([C:21]1[N:22]=[N:23][C:24]([C:27]2[CH:32]=[CH:31][C:30]([O:33][C:34]3[CH:39]=[CH:38][CH:37]=[CH:36][CH:35]=3)=[CH:29][CH:28]=2)=[CH:25][CH:26]=1)[NH2:20])=[O:5] |f:6.7,9.10|. Reported procedure: To a solution of 3,3,3-trifluoropropionic acid (2.07 mmole) in DCM (10 mL), was added EDCI HCl (3.02 mmole) and HOBt (2.07 mmole). The solution was stirred at RT for 0.5 hour followed by addition of 3-hydrazinyl-6-(4-phenoxyphenyl)pyridazine A, prepared as disclosed in Example 3, (2.07 mmole) in 30 mL of DCM and EDIPA ((7.24 mmole). The coupling reaction will also work with 1,3-dicyclohexylcarbodiimide and DCM as a solvent or EDCI HCl and methanol as a solvent. The resulting reaction mixture was... Product: [N+](=O)([O-])C=1C=C(C(=O)C2C(=O)NCCCC2)C=C(C1)[N+](=O)[O-] (3,5-Dinitrobenzoyl caprolactam). Solvent: N1=CC=CC=C1 (pyridine), N1=CC=CC=C1 (pyridine). The yield is 66.6%. Run at time 1 hour. RXN SMILES: [N+:1]([C:4]1[CH:5]=[C:6]([CH:10]=[C:11]([N+:13]([O-:15])=[O:14])[CH:12]=1)[C:7](Cl)=[O:8])([O-:3])=[O:2].[C:16]1(=[O:23])[NH:22][CH2:21][CH2:20][CH2:19][CH2:18][CH2:17]1.C1C=CC=CC=1>N1C=CC=CC=1>[N+:1]([C:4]1[CH:5]=[C:6]([CH:10]=[C:11]([N+:13]([O-:15])=[O:14])[CH:12]=1)[C:7]([CH:17]1[CH2:18][CH2:19][CH2:20][CH2:21][NH:22][C:16]1=[O:23])=[O:8])([O-:3])=[O:2]. Starting materials: [N+](=O)([O-])C=1C=C(C(=O)Cl)C=C(C1)[N+](=O)[O-] (3,5-dinitrobenzoyl chloride), C1(CCCCCN1)=O (ε-caprolactam), C1=CC=CC=C1 (benzene), 1L. Reported procedure: A solution of 3,5-dinitrobenzoyl chloride (50.00 g, 0.22 mol), freshly distilled ε-caprolactam (24.54 g, 0.22 mol) and 500 ml of benzene is added to a 1L, three-necked, round-bottom flask equipped with an overhead stirrer, condenser and a nitrogen inlet tube. The solution is heated to 90°-100° C. After all the solids are dissolved, 165 ml of pyridine is added. White pyridine salts form immediately, and the reaction solution is kept at 90°-100° C. for 1 hour before removing the pyridine salts by ... The reactants are Cc1ccccc1, Cc1nc(N)nc2c1C(=S)NC(c1ccc(F)cc1Br)C2, NOCCN1CCOCC1. Product: Cc1nc(N)nc2c1C(=NOCCN1CCOCC1)NC(c1ccc(F)cc1Br)C2. As a reaction SMILES: [CH3:32][c:33]1[cH:34][cH:35][cH:36][cH:37][cH:38]1.[NH2:11][c:12]1[n:13][c:14]([CH3:31])[c:15]2[c:16]([n:17]1)[CH2:18][CH:19]([c:23]1[c:24]([Br:30])[cH:25][c:26]([F:29])[cH:27][cH:28]1)[NH:20][C:21]2=[S:22].[O:1]1[CH2:2][CH2:3][N:4]([CH2:7][CH2:8][O:9][NH2:10])[CH2:5][CH2:6]1>>[O:1]1[CH2:2][CH2:3][N:4]([CH2:7][CH2:8][O:9][N:10]=[C:21]2[c:15]3[c:14]([CH3:31])[n:13][c:12]([NH2:11])[n:17][c:16]3[CH2:18][CH:19]([c:23]3[c:24]([Br:30])[cH:25][c:26]([F:29])[cH:27][cH:28]3)[NH:20]2)[CH2:5][CH2:6]1. Starting materials: COC(=O)c1ccc(OCCc2c(CCOS(C)(=O)=O)n(C(c3ccccc3)c3ccccc3)c3ccc(Cl)cc23)cc1OC(C)C, [N-]=[N+]=[N-], [Na+], CN(C)C=O, O. The product is COC(=O)c1ccc(OCCc2c(CCN=[N+]=[N-])n(C(c3ccccc3)c3ccccc3)c3ccc(Cl)cc23)cc1OC(C)C. RXN SMILES: [CH3:1][O:2][C:3]([c:4]1[c:5]([O:43][CH:44]([CH3:45])[CH3:46])[cH:6][c:7]([O:10][CH2:11][CH2:12][c:13]2[c:14]([CH2:36][CH2:37][O:38][S:39]([CH3:40])(=[O:41])=[O:42])[n:15]([CH:23]([c:24]3[cH:25][cH:26][cH:27][cH:28][cH:29]3)[c:30]3[cH:31][cH:32][cH:33][cH:34][cH:35]3)[c:16]3[cH:17][cH:18][c:19]([Cl:22])[cH:20][c:21]23)[cH:8][cH:9]1)=[O:47].[N-:48]=[N+:49]=[N-:50].[Na+:51].[O:53]=[CH:54][N:55]([CH3:56])[CH3:57].[OH2:52]>>[CH3:1][O:2][C:3]([c:4]1[c:5]([O:43][CH:44]([CH3:45])[CH3:46])[cH:6][c:7]([O:10][CH2:11][CH2:12][c:13]2[c:14]([CH2:36][CH2:37][N:48]=[N+:49]=[N-:50])[n:15]([CH:23]([c:24]3[cH:25][cH:26][cH:27][cH:28][cH:29]3)[c:30]3[cH:31][cH:32][cH:33][cH:34][cH:35]3)[c:16]3[cH:17][cH:18][c:19]([Cl:22])[cH:20][c:21]23)[cH:8][cH:9]1)=[O:47]. Starting materials: C([C@H](O)[C@H](O)CO)O (erythritol), 2F/mole, O=C[C@H](O)[C@H](O)CO (erythrose), C([C@H](O)[C@H](O)CO)O (erythritol), O=C([C@H](O)[C@H](O)[C@H](O)CO)[O-].[Na+] (Sodium ribonate), C([C@H](O)[C@H](O)CO)O (erythritol), [BH4-].[Na+] (sodium borohydride), starting material, O=C([C@H](O)[C@H](O)[C@H](O)CO)[O-] (ribonate), C([C@H](O)[C@H](O)CO)O (erythritol). Solvent: O (water). Product: O=C([C@H](O)[C@H](O)[C@H](O)CO)O (Ribonic Acid). As a reaction SMILES: [O:1]=[C:2]([O-:11])[C@@H:3]([C@@H:5]([C@@H:7]([CH2:9][OH:10])[OH:8])[OH:6])[OH:4].[Na+].O=C([O-])[C@@H]([C@@H]([C@@H](CO)O)O)O.O=C[C@@H]([C@@H](CO)O)O.C(O)[C@@H]([C@@H](CO)O)O.[BH4-].[Na+]>O>[O:1]=[C:2]([OH:11])[C@@H:3]([C@@H:5]([C@@H:7]([CH2:9][OH:10])[OH:8])[OH:6])[OH:4] |f:0.1,5.6|. Procedure details: Sodium ribonate (15 mmoles) was dissolved in 20 mL of water. Cation exchange resin (Amberlite IRC747 H+ form) was added to lower the pH from 6.8 to 3.5 (or approximately 50% neutralization of the starting material). The solution was filtered to remove the cation resin, the ribonate starting material was diluted to 30 mL, and 25 mL transferred to glass cell for electrolysis. The initial ribonate solution was analyzed by HPLC against a standard and quantified to be 9.54 mmoles (0.38M). The 25 mL o... Reactants: [OH-].[Na+] (NaOH), C(CCl)Cl (ClCH2CH2Cl), OC1CN(CC1O)C(=O)OCC1=CC=CC=C1 (benzyl 3,4-dihydroxypyrrolidine-1-carboxylate). The reagents and catalysts are CCCC[N+](CCCC)(CCCC)CCCC.[Br-] (TBAB). Run in O (water). Run at temperature 55 celsius. Product: O1CCOC2C1CN(C2)C(=O)OCC2=CC=CC=C2 (benzyl tetrahydro-2H-[1,4]dioxino[2,3-c]pyrrole-6(3H)— carboxylate). Yield: 39.0%. Reaction SMILES: [OH-].[Na+].[CH2:3](Cl)[CH2:4]Cl.[OH:7][CH:8]1[CH:12]([OH:13])[CH2:11][N:10]([C:14]([O:16][CH2:17][C:18]2[CH:23]=[CH:22][CH:21]=[CH:20][CH:19]=2)=[O:15])[CH2:9]1>CCCC[N+](CCCC)(CCCC)CCCC.[Br-].O>[O:7]1[CH:8]2[CH2:9][N:10]([C:14]([O:16][CH2:17][C:18]3[CH:23]=[CH:22][CH:21]=[CH:20][CH:19]=3)=[O:15])[CH2:11][CH:12]2[O:13][CH2:4][CH2:3]1 |f:0.1,4.5|. Procedure details: A mixture of NaOH aqueous solution (35 w/w %, 21 mL, aq.), ClCH2CH2Cl (21 mL), benzyl 3,4-dihydroxypyrrolidine-1-carboxylate (1.16 g, 4.9 mmol, 1.0 eq) and TBAB (0.31 g, 0.98 mmol, 0.2 eq) was heated at 55° C. for 48 h in a round-bottom flask. The reaction mixture was cooled to room temperature and poured into water (50 mL), extracted with EtOAc (50 mL). The organic phase was separated from the mixture, and the water phase was extracted with EtOAc (20 mL×3). The combined organic phases were drie...